From a dataset of the Open Reaction Database (ORD), a public repository of structured organic reaction records. describe an organic reaction: reactants, conditions, products, and yield Reactants: heterocyclic compound, NC1=CC=CC=C1 (aniline), [OH-].[Na+] (sodium hydroxide), ice water, C(C1=CC=CC=C1)(=O)C=1C(=NC=CC1)C(=O)O (benzoyl-pyridine-carboxylic acid), (heterocyclic-carbonyl)-pyridine-carboxylic acid, heterocyclic compound, NC1=CC=CC=C1 (aniline), sulfuric acid, acetic anhydride, polyphosphoric acid. Run in C1(=CC=CC=C1)C (toluene), C1=CC=CC=C1 (benzene), C1(=CC=CC=C1)C (toluene), C1=CC=CC=C1 (Benzene). Product: lactone, N1=C(C=CC=C1)C(=O)O (pyridine-carboxylic acid). RXN SMILES: C([C:9]1[C:10]([C:15]([OH:17])=[O:16])=[N:11][CH:12]=[CH:13][CH:14]=1)(=O)C1C=CC=CC=1.NC1C=CC=CC=1.[OH-].[Na+]>C1(C)C=CC=CC=1.C1C=CC=CC=1>[N:11]1[CH:12]=[CH:13][CH:14]=[CH:9][C:10]=1[C:15]([OH:17])=[O:16] |f:2.3|. Procedure: 1 mole of the benzoyl-pyridine-carboxylic acid (II) or the (heterocyclic-carbonyl)-pyridine-carboxylic acid (IV) and about 0.9 to 1.5 moles, preferably 1.0 to 1.2 moles of the heterocyclic compound (III) or the aniline compound (V) are added to about 3 to 30 moles of concentrated sulfuric acid, acetic anhydride or polyphosphoric acid, and the resulting mixture is allowed to react at a temperature of about 30° to 130° C for a period of from about 2 to 10 hours. The reaction product is then poured... The reactants are COCCO, CCOc1cc2ncc(C#N)c(Cl)c2cc1OCC, Nc1ccc2c(c1)CCC2, [Na+], [Na+], O=C([O-])[O-], O. Product: CCOc1cc2ncc(C#N)c(Nc3ccc4c(c3)CCC4)c2cc1OCC. RXN SMILES: [CH3:37][O:38][CH2:39][CH2:40][OH:41].[Cl:1][c:2]1[c:3]([C:18]#[N:19])[cH:4][n:5][c:6]2[cH:7][c:8]([O:15][CH2:16][CH3:17])[c:9]([O:12][CH2:13][CH3:14])[cH:10][c:11]12.[NH2:20][c:21]1[cH:22][c:23]2[c:27]([cH:28][cH:29]1)[CH2:26][CH2:25][CH2:24]2.[Na+:30].[Na+:31].[O-:32][C:33](=[O:34])[O-:35].[OH2:36]>>[c:2]1([NH:20][c:21]2[cH:22][c:23]3[c:27]([cH:28][cH:29]2)[CH2:26][CH2:25][CH2:24]3)[c:3]([C:18]#[N:19])[cH:4][n:5][c:6]2[cH:7][c:8]([O:15][CH2:16][CH3:17])[c:9]([O:12][CH2:13][CH3:14])[cH:10][c:11]12. Reactants: O1CCOC12CCC(CC2)OC=2C=C(C(=O)O)C=C(N2)C(F)(F)F (2-(1,4-Dioxaspiro[4.5]dec-8-yloxy)-6-(trifluoromethyl)isonicotinic acid), B (Borane). The solvent is O1CCCC1 (tetrahydrofuran), C1CCOC1 (THF). Reaction conditions: temperature 0 celsius, time 16 hour. Yields the product O1CCOC12CCC(CC2)OC2=NC(=CC(=C2)CO)C(F)(F)F ([2-(1,4-dioxaspiro[4.5]dec-8-yloxy)-6-(trifluoromethyl)pyridin-4-yl]methanol). RXN SMILES: [O:1]1[C:5]2([CH2:10][CH2:9][CH:8]([O:11][C:12]3[CH:13]=[C:14]([CH:18]=[C:19]([C:21]([F:24])([F:23])[F:22])[N:20]=3)[C:15](O)=[O:16])[CH2:7][CH2:6]2)[O:4][CH2:3][CH2:2]1.B>O1CCCC1>[O:4]1[C:5]2([CH2:6][CH2:7][CH:8]([O:11][C:12]3[CH:13]=[C:14]([CH2:15][OH:16])[CH:18]=[C:19]([C:21]([F:23])([F:22])[F:24])[N:20]=3)[CH2:9][CH2:10]2)[O:1][CH2:2][CH2:3]1. Reported procedure: 2-(1,4-Dioxaspiro[4.5]dec-8-yloxy)-6-(trifluoromethyl)isonicotinic acid (490.0 mg, 1.411 mmol) was dissolved in tetrahydrofuran (17.5 mL) and cooled to 0° C. 1.0 M Borane in THF (4.23 mL, 4.23 mmol) was then added and stirred at 0° C. for 10 min and at 25° C. for 16 hours when LCMS analysis showed the absence of starting material. The reaction was quenched with 1N NaOH and water, and extracted with EtOAc. The EtOAc extract was evaporated in vacuo and the residue was used in the next reaction wit... Starting materials: NC=1C(=C(SC1C)C)C(=O)OC (4-amino-2,5-dimethyl-3-thiophenecarboxylic acid, methyl ester), ClC1=CC=C(C=N1)C(=O)O (6-chloro-3-pyridinecarboxylic acid). Run in CO (methanol). Yields the product CC=1SC(=C2N=C3N(C(C21)=O)C=C(C=C3)C(=O)O)C (1,3-dimethyl-10-oxo-10H-pyrido[1,2-a]thieno[3,4-d]pyrimidine-7-carboxylic acid). Yield: 6.4%. RXN SMILES: [NH2:1][C:2]1[C:3]([C:9]([O:11]C)=O)=[C:4]([CH3:8])[S:5][C:6]=1[CH3:7].Cl[C:14]1[N:19]=[CH:18][C:17]([C:20]([OH:22])=[O:21])=[CH:16][CH:15]=1>CO>[CH3:8][C:4]1[S:5][C:6]([CH3:7])=[C:2]2[C:3]=1[C:9](=[O:11])[N:19]1[CH:18]=[C:17]([C:20]([OH:22])=[O:21])[CH:16]=[CH:15][C:14]1=[N:1]2. Reported procedure: A mixture of 18.5 g (0.1 mol) of 4-amino-2,5-dimethyl-3-thiophenecarboxylic acid, methyl ester and 15.76 g (0.1 mol) of 6-chloro-3-pyridinecarboxylic acid (Aldrich Chemical Company) is heated in a wax bath at 168°-186° C. for one hundred ten minutes and then at 185°-186° C. for ninety minutes under nitrogen. The mixture is cooled, suspended in hot methanol, cooled and 4.2 g of crude product is collected. This material is dissolved in hot pyridine, activated charcoal (Darco-G60, Matheson, Coleman... Reactants: C(C)(C)N(CC)C(C)C (Diisopropylethylamine), CNC (dimethylamine), solution, BrC1=C(C=C(C=C1)S(=O)(=O)Cl)C (4-bromo-3-methyl-benzenesulfonyl chloride). Solvent: O1CCCC1 (tetrahydrofuran), O1CCCC1 (tetrahydrofuran). Reaction conditions: time 15 minute. The product is BrC1=C(C=C(C=C1)S(=O)(=O)N(C)C)C (4-bromo-3-methyl-N,N-dimethyl-benzenesulfonamide). Yield: 94.8%. RXN SMILES: C(N(C(C)C)CC)(C)C.[CH3:10][NH:11][CH3:12].[Br:13][C:14]1[CH:19]=[CH:18][C:17]([S:20](Cl)(=[O:22])=[O:21])=[CH:16][C:15]=1[CH3:24]>O1CCCC1>[Br:13][C:14]1[CH:19]=[CH:18][C:17]([S:20]([N:11]([CH3:12])[CH3:10])(=[O:22])=[O:21])=[CH:16][C:15]=1[CH3:24]. Procedure details: Diisopropylethylamine (4.95 mL, 27.8 mmol) was added at 0° C. to a stirred solution of dimethylamine (3.70 mL, 55.6 mmol) in tetrahydrofuran (25 mL) and the reaction mixture was stirred at room temperature for 15 minutes. A 0.1 M solution of 4-bromo-3-methyl-benzenesulfonyl chloride (3.0 g, 11 mmol) in tetrahydrofuran was added at room temperature and the reaction mixture was stirred at room temperature for 2 hours. The solvent was evaporated off under reduced pressure. The residue was diluted w... Starting materials: CS(C)=O, Cl, O=C(O)CCNS(=O)(=O)c1ccc(F)cc1, [Na+], [Na+], [Na], O=C([O-])[O-], c1ccc(C2CCNCC2)cc1. Product: O=C(O)CCNS(=O)(=O)c1ccc(N2CCC(c3ccccc3)CC2)cc1. RXN SMILES: [CH3:37][S:38](=[O:39])[CH3:40].[ClH:18].[F:1][c:2]1[cH:3][cH:4][c:5]([S:8](=[O:9])(=[O:10])[NH:11][CH2:12][CH2:13][C:14](=[O:15])[OH:16])[cH:6][cH:7]1.[Na+:31].[Na+:32].[Na:17].[O-:33][C:34](=[O:35])[O-:36].[c:19]1([CH:25]2[CH2:26][CH2:27][NH:28][CH2:29][CH2:30]2)[cH:20][cH:21][cH:22][cH:23][cH:24]1>>[c:2]1([N:28]2[CH2:27][CH2:26][CH:25]([c:19]3[cH:20][cH:21][cH:22][cH:23][cH:24]3)[CH2:30][CH2:29]2)[cH:3][cH:4][c:5]([S:8](=[O:9])(=[O:10])[NH:11][CH2:12][CH2:13][C:14](=[O:15])[OH:16])[cH:6][cH:7]1.